This data is from the Open Reaction Database (ORD), a public repository of structured organic reaction records. The task is: describe an organic reaction: reactants, conditions, products, and yield The reactants are BrC1=CC(=C(C=C1)C(=O)N1CCN(CC1)C1=NC=C(C=C1C)C)N1S(CCC1)(=O)=O ([4-bromo-2-(1,1-dioxoisothiazolidin-2-yl)phenyl][4-(3,5-dimethylpyridin-2-yl)piperazin-1-yl]methanone), COC[C@H]1NC(OC1)=O ((R)-4-methoxymethyloxazolidin-2-one). The product is CC=1C(=NC=C(C1)C)N1CCN(CC1)C(=O)C1=C(C=C(C=C1)N1C(OC[C@H]1COC)=O)N1S(CCC1)(=O)=O ((R)-3-{4-[4-(3,5-dimethylpyridin-2-yl)piperazine-1-carbonyl]-3-(1,1-dioxoisothiazolidin-2-yl)phenyl}-4-methoxymethyloxazolidin-2-one). Yield: 71.4%. Reaction SMILES: Br[C:2]1[CH:7]=[CH:6][C:5]([C:8]([N:10]2[CH2:15][CH2:14][N:13]([C:16]3[C:21]([CH3:22])=[CH:20][C:19]([CH3:23])=[CH:18][N:17]=3)[CH2:12][CH2:11]2)=[O:9])=[C:4]([N:24]2[CH2:28][CH2:27][CH2:26][S:25]2(=[O:30])=[O:29])[CH:3]=1.[CH3:31][O:32][CH2:33][C@@H:34]1[CH2:38][O:37][C:36](=[O:39])[NH:35]1>>[CH3:22][C:21]1[C:16]([N:13]2[CH2:14][CH2:15][N:10]([C:8]([C:5]3[CH:6]=[CH:7][C:2]([N:35]4[C@H:34]([CH2:33][O:32][CH3:31])[CH2:38][O:37][C:36]4=[O:39])=[CH:3][C:4]=3[N:24]3[CH2:28][CH2:27][CH2:26][S:25]3(=[O:30])=[O:29])=[O:9])[CH2:11][CH2:12]2)=[N:17][CH:18]=[C:19]([CH3:23])[CH:20]=1. Procedure details: By reaction and treatment in the same manner as in Example 1 and using [4-bromo-2-(1,1-dioxoisothiazolidin-2-yl)phenyl][4-(3,5-dimethylpyridin-2-yl)piperazin-1-yl]methanone (247 mg) described in Preparation Example 118 and (R)-4-methoxymethyloxazolidin-2-one (65.6 mg) described in Preparation Example 38, the title compound (194.2 mg) was obtained.